Dataset: the Open Reaction Database (ORD), a public repository of structured organic reaction records. Task: describe an organic reaction: reactants, conditions, products, and yield Product: COC(C1=C(C=CC(=C1)C(C)=O)OC)=O (5-Acetyl-2-methoxybenzoic acid methyl ester). Reaction conditions: time 24 hour. Reported procedure: A mixture of 5-acetyl salicylic acid (1.46 g), DMF (10 ml), and potassium carbonate (1.1281 g) is stirred at 20°-25° while adding iodomethane (1.55 ml) via pipette. The reaction mixture is placed under a nitrogen atmosphere and stirred at 20°-25° for 65 hr. Additional iodomethane (0.76 ml) and potassium carbonate (1.14 g) were added, and the reaction is permitted to stir for another 24 hr. The reaction mixture is poured onto 35 ml of 1N hydrochloric acid and extracted with 3.35 ml portions of et... Starting materials: C(C)(=O)C1=CC=C(C(C(=O)O)=C1)O (5-acetyl salicylic acid), C([O-])([O-])=O.[K+].[K+] (potassium carbonate), CN(C)C=O (DMF), IC (iodomethane), C([O-])([O-])=O.[K+].[K+] (potassium carbonate), IC (iodomethane), Cl (hydrochloric acid). RXN SMILES: [C:1]([C:4]1[CH:12]=[C:8](C(O)=O)[C:7](O)=[CH:6][CH:5]=1)(=[O:3])[CH3:2].[C:14](=[O:17])([O-])[O-:15].[K+].[K+].I[CH3:21].Cl.CN([CH:26]=[O:27])C>>[CH3:21][O:15][C:14](=[O:17])[C:8]1[CH:12]=[C:4]([C:1](=[O:3])[CH3:2])[CH:5]=[CH:6][C:7]=1[O:27][CH3:26] |f:1.2.3|. Starting materials: ClC=1C=C(C=CC1N1N=CC(=C1)Cl)C(C(=O)O)C (2-[3-chloro-4-(4-chloropyrazol-1-yl)phenyl]propionic acid), C(O)([O-])=O.[Na+] (sodium hydrogen carbonate). Product: ClC=1C=C(C=CC1N1N=CC(=C1)Cl)C(C(=O)[O-])C.[Na+] (sodium 2-[3-chloro-4-(4-chloropyrazol-1-yl)phenyl]propionate). The yield is 91.2%. RXN SMILES: [Cl:1][C:2]1[CH:3]=[C:4]([CH:14]([CH3:18])[C:15]([OH:17])=[O:16])[CH:5]=[CH:6][C:7]=1[N:8]1[CH:12]=[C:11]([Cl:13])[CH:10]=[N:9]1.C(=O)([O-])O.[Na+:23]>>[Cl:1][C:2]1[CH:3]=[C:4]([CH:14]([CH3:18])[C:15]([O-:17])=[O:16])[CH:5]=[CH:6][C:7]=1[N:8]1[CH:12]=[C:11]([Cl:13])[CH:10]=[N:9]1.[Na+:23] |f:1.2,3.4|. Reported procedure: 2.85 g (10 mmoles) of 2-[3-chloro-4-(4-chloropyrazol-1-yl)phenyl]propionic acid are dissolved (on heating) in 10 ml of 1 N sodium hydrogen carbonate solution and extracted with diethyl ether; the aqueous phase is concentrated, the resulting residue is rubbed with chloroform and recrystallized from chloroform to yield 2.8 g (91.2% of theory) of sodium 2-[3-chloro-4-(4-chloropyrazol-1-yl)phenyl]propionate (m.p. 115° to 128° C.). Starting materials: BrCC=1C=CC2=C(N=C(O2)C)C1 (5-(bromomethyl)-2-methylbenzo[d]oxazole), [K].C1(C=2C(C(N1)=O)=CC=CC2)=O (phthalimide potassium salt), O (Water). Run in CN(C)C=O (DMF). Run at time 18 hour. Yields the product CC=1OC2=C(N1)C=C(C=C2)CN2C(C1=CC=CC=C1C2=O)=O (2-((2-methylbenzo[d]oxazol-5-yl)methyl)isoindoline-1,3-dione). RXN SMILES: Br[CH2:2][C:3]1[CH:4]=[CH:5][C:6]2[O:10][C:9]([CH3:11])=[N:8][C:7]=2[CH:12]=1.[K].[C:14]1(=[O:24])[NH:18][C:17](=[O:19])[C:16]2=[CH:20][CH:21]=[CH:22][CH:23]=[C:15]12.O>CN(C=O)C>[CH3:11][C:9]1[O:10][C:6]2[CH:5]=[CH:4][C:3]([CH2:2][N:18]3[C:14](=[O:24])[C:15]4[C:16](=[CH:20][CH:21]=[CH:22][CH:23]=4)[C:17]3=[O:19])=[CH:12][C:7]=2[N:8]=1 |f:1.2,^1:12|. Procedure: A solution of 5-(bromomethyl)-2-methylbenzo[d]oxazole (400 mg; 1.76 mmol) in anh. DMF (2 ml) was treated portionwise with phthalimide potassium salt (327 mg; 1.76 mmol), and the resulting mixture was stirred at rt, under nitrogen, for 18 h. Water was added, and the resulting precipitate was collected by filtration, and washed with water. Drying under HV afforded 2-((2-methylbenzo[d]oxazol-5-yl)methyl)isoindoline-1,3-dione as a brown solid. LC-MS (conditions E): tR=0.66 min.; [M+H]+: 293.15 g/mol... Solvent: C1CCOC1 (THF), C1CCOC1 (THF). Conditions: time 30 minute. The product is FC1=C(C=C(C=C1)OC)C1=C(C=C(C=C1)O)OCOC (2′-fluoro-5′-methoxy-2-(methoxymethoxy)biphenyl-4-ol). RXN SMILES: [F:1][C:2]1[CH:7]=[CH:6][C:5]([O:8][CH3:9])=[CH:4][C:3]=1[C:10]1[CH:15]=[CH:14][C:13]([O:16][Si](C(C)C)(C(C)C)C(C)C)=[CH:12][C:11]=1[O:27][CH2:28][O:29][CH3:30].[F-].C([N+](CCCC)(CCCC)CCCC)CCC.[Cl-].[NH4+]>C1COCC1>[F:1][C:2]1[CH:7]=[CH:6][C:5]([O:8][CH3:9])=[CH:4][C:3]=1[C:10]1[CH:15]=[CH:14][C:13]([OH:16])=[CH:12][C:11]=1[O:27][CH2:28][O:29][CH3:30] |f:1.2,3.4|. Isolated yield 102.6%. The reactants are [Cl-].[NH4+] (ammonium chloride), FC1=C(C=C(C=C1)OC)C1=C(C=C(C=C1)O[Si](C(C)C)(C(C)C)C(C)C)OCOC (((2′-fluoro-5′-methoxy-2-(methoxymethoxy)biphenyl-4-yl)oxy)(triisopropyl)silane), solution, [F-].C(CCC)[N+](CCCC)(CCCC)CCCC (tetrabutylammonium fluoride). Reported procedure: To a solution of ((2′-fluoro-5′-methoxy-2-(methoxymethoxy)biphenyl-4-yl)oxy)(triisopropyl)silane (3.50 g) in THF (30 mL) was added a 1.0 M solution of tetrabutylammonium fluoride in THF (16 mL), and the mixture was stirred at room temperature for 30 min. To the reaction mixture was added saturated aqueous ammonium chloride solution, and the mixture was extracted with ethyl acetate. The extract was washed with saturated brine and dried over anhydrous sodium sulfate. The solvent was evaporated und... Run in C(C)(=O)OCC (ethyl acetate), C1=CC=CC=C1 (benzene). Product: BrCCON=C(C(=O)OCC)C1(C)OCCO1 (ethyl 2-(2-bromoethoxyimino)-3,3-ethylenedioxybutyrate). As a reaction SMILES: [Br:1][CH2:2][CH2:3][O:4][N:5]=[C:6]([C:12](=[O:14])[CH3:13])[C:7]([O:9][CH2:10][CH3:11])=[O:8].[CH2:15](O)[CH2:16][OH:17].O.C1(C)C=CC(S(O)(=O)=O)=CC=1.C(=O)(O)[O-].[Na+]>C(OCC)(=O)C.C1C=CC=CC=1>[Br:1][CH2:2][CH2:3][O:4][N:5]=[C:6]([C:12]1([O:17][CH2:16][CH2:15][O:14]1)[CH3:13])[C:7]([O:9][CH2:10][CH3:11])=[O:8] |f:2.3,4.5|. Procedure: A mixture of ethyl 2-(2-bromoethoxyimino)-3-oxobutyrate (syn isomer)(2l8.9 g), ethylene glycol (156 ml), and benzene (400 ml) was refluxed in the presence of p-toluenesulfonic acid monohydrate under an azeotropic dehydration condition for 3 days. The mixture was poured into a mixture of ethyl acetate and saturated aqueous solution of sodium bicarbonate under ice-cooling. The organic layer was separated, washed with water, dried over magnesium sulfate and concentrated in vacuo to give a residue. ... Starting materials: C([O-])(O)=O.[Na+] (sodium bicarbonate), BrCCON=C(C(=O)OCC)C(C)=O (ethyl 2-(2-bromoethoxyimino)-3-oxobutyrate), C(CO)O (ethylene glycol), O.C1(=CC=C(C=C1)S(=O)(=O)O)C (p-toluenesulfonic acid monohydrate).